This data is from the Open Reaction Database (ORD), a public repository of structured organic reaction records. The task is: describe an organic reaction: reactants, conditions, products, and yield The reactants are CCOC(C)=O, CCN(C(C)C)C(C)C, Cn1cc(C(=O)NCc2ccc(Cl)cc2)c(=O)c2cc(CCl)sc21, Cl, OC(c1ccccc1)C1COCCN1, CN(C)C=O. Product: Cn1cc(C(=O)NCc2ccc(Cl)cc2)c(=O)c2cc(CN3CCOCC3C(O)c3ccccc3)sc21. RXN SMILES: [CH3:49][CH2:50][O:51][C:52](=[O:53])[CH3:54].[CH:40]([N:41]([CH:42]([CH3:43])[CH3:44])[CH2:45][CH3:46])([CH3:47])[CH3:48].[Cl:1][c:2]1[cH:3][cH:4][c:5]([CH2:6][NH:7][C:8](=[O:9])[c:10]2[c:11](=[O:22])[c:12]3[c:13]([n:14]([CH3:16])[cH:15]2)[s:17][c:18]([CH2:20][Cl:21])[cH:19]3)[cH:23][cH:24]1.[ClH:25].[O:26]1[CH2:27][CH:28]([CH:32]([OH:33])[c:34]2[cH:35][cH:36][cH:37][cH:38][cH:39]2)[NH:29][CH2:30][CH2:31]1.[O:55]=[CH:56][N:57]([CH3:58])[CH3:59]>>[Cl:1][c:2]1[cH:3][cH:4][c:5]([CH2:6][NH:7][C:8](=[O:9])[c:10]2[c:11](=[O:22])[c:12]3[c:13]([n:14]([CH3:16])[cH:15]2)[s:17][c:18]([CH2:20][N:29]2[CH:28]([CH:32]([OH:33])[c:34]4[cH:35][cH:36][cH:37][cH:38][cH:39]4)[CH2:27][O:26][CH2:31][CH2:30]2)[cH:19]3)[cH:23][cH:24]1. Reactants: O=P(Cl)(Cl)Cl (POCl3), CN(C)C=O (DMF), C(Cl)(Cl)Cl (chloroform), C1=CC=CC=2C3=CC=CC=C3N(C12)C1=C(C=C(C(=C1)CO)OCC(CCCC)CC)CO (2-(N-carbazolyl)-5-(2′-ethylhexyloxy)-1,4-bis(hydroxymethyl) benzene), C(Cl)(Cl)Cl (chloroform). Run at time 12 hour. The product is C1=CC=CC=2C3=CC=CC=C3N(C12)C1=C(C=C(C(=C1)CCl)OCC(CCCC)CC)CCl (2-(N-carbazolyl)-5-(2′-ethylhexyloxy)-1,4-bis(chloromethyl)benzene). Isolated yield 53.0%. RXN SMILES: [CH:1]1[C:13]2[N:12]([C:14]3[CH:19]=[C:18]([CH2:20]O)[C:17]([O:22][CH2:23][CH:24]([CH2:29][CH3:30])[CH2:25][CH2:26][CH2:27][CH3:28])=[CH:16][C:15]=3CO)[C:11]3[C:6](=[CH:7][CH:8]=[CH:9][CH:10]=3)[C:5]=2[CH:4]=[CH:3][CH:2]=1.O=P(Cl)(Cl)[Cl:35].CN(C=O)C.[CH:43]([Cl:46])(Cl)Cl>>[CH:1]1[C:13]2[N:12]([C:14]3[CH:19]=[C:18]([CH2:20][Cl:35])[C:17]([O:22][CH2:23][CH:24]([CH2:29][CH3:30])[CH2:25][CH2:26][CH2:27][CH3:28])=[CH:16][C:15]=3[CH2:43][Cl:46])[C:11]3[C:6](=[CH:7][CH:8]=[CH:9][CH:10]=3)[C:5]=2[CH:4]=[CH:3][CH:2]=1. Procedure details: In a single-neck flask, 1.2 g (2.8×10−3 mol) of 2-(N-carbazolyl)-5-(2′-ethylhexyloxy)-1,4-bis(hydroxymethyl) benzene synthesized in the above step (7) was dissolved in 250 ml of absolute chloroform, and 0.26 ml (2.8×10−3 mol) of POCl3 and 0.21 ml (2.8×10−3 mol) of DMF stirred in 150 ml of chloroform were slowly added. The reaction was left to stand at room temperature for 12 hours, and then the reaction solution was washed several times with water, and water in the organic layer was removed with... Product: COC(=O)C(C)(C)CO[Si](C)(C)C(C)(C)C. Reaction SMILES: [C:10]([CH3:11])([CH3:12])([CH3:13])[Si:14]([CH3:15])([CH3:16])[Cl:17].[CH3:1][C:2]([C:3](=[O:4])[O:5][CH3:6])([CH2:7][OH:8])[CH3:9].[CH3:24][N:25]([CH3:26])[c:27]1[cH:28][cH:29][n:30][cH:31][cH:32]1.[Cl:33][CH2:34][Cl:35].[Na+:23].[S:18](=[O:19])(=[O:20])([OH:21])[O-:22]>>[CH3:1][C:2]([C:3](=[O:4])[O:5][CH3:6])([CH2:7][O:8][Si:14]([C:10]([CH3:11])([CH3:12])[CH3:13])([CH3:15])[CH3:16])[CH3:9]. The reactants are CC(C)(C)[Si](C)(C)Cl, COC(=O)C(C)(C)CO, CN(C)c1ccncc1, ClCCl, [Na+], O=S(=O)([O-])O. The reactants are OC1=C(C=C(C=C1)C=CC(=O)O)OC (3-(4-hydroxy-3-methoxyphenyl)-2-propenoic acid), C1CCOC1 (THF), C(Br)(Br)(Br)Br (carbon tetrabromide). Run at time 48 hour. Yields the product BrCCCCOC(C=CC1=CC(=C(C=C1)O)OC)=O (3-(4-hydroxy-3-methoxyphenyl)-2-propenoic acid 4-bromobutyl ester). Yield: 265.4%. Reaction SMILES: [OH:1][C:2]1[CH:7]=[CH:6][C:5]([CH:8]=[CH:9][C:10]([OH:12])=[O:11])=[CH:4][C:3]=1[O:13][CH3:14].[CH2:15]1[CH2:19]O[CH2:17][CH2:16]1.C(Br)(Br)(Br)[Br:21]>>[Br:21][CH2:17][CH2:16][CH2:15][CH2:19][O:11][C:10](=[O:12])[CH:9]=[CH:8][C:5]1[CH:6]=[CH:7][C:2]([OH:1])=[C:3]([O:13][CH3:14])[CH:4]=1. Procedure details: To a solution of 3-(4-hydroxy-3-methoxyphenyl)-2-propenoic acid (10 g, 51.5 mmoles) in THF (400 ml) triphenylphosphine (2.7 g, 10.3 mmoles) and carbon tetrabromide (34.16 g, 10.3 mmoles) are added and the solution is left at room temperature, under magnetic stirring, for 48 hours. The solid is filtered and then evaporated at reduced pressure. The obtained crude product is purified by chromatogrphy on silica gel eluting with n-hexane/ethyl acetate 7/3. 9 g of 3-(4-hydroxy-3-methoxyphenyl)-2-prope... The reactants are C(C)(=O)O[C@@H]1[C@]2(C)[C@@H](CC1)[C@@H]1C=CC3=CC(CC[C@]3(C)[C@H]1CC2)=O (17β-acetoxy-4,6-androstadien-3-one), C(C=C)[Si](C)(C)C (allyltrimethylsilane). Reagents/catalysts: [Ti](Cl)(Cl)(Cl)Cl (titanium tetrachloride). The solvent is CCOCC (ether), ClCCl (dichloromethane), ClCCl (dichloromethane). Conditions: time 5 minute. Yields the product C(C)(=O)O[C@@H]1[C@]2(C)[C@@H](CC1)[C@@H]1[C@@H](CC3=CC(CC[C@]3(C)[C@H]1CC2)=O)CC=C (17β-acetoxy-7α-allyl-4-androsten-3-one). Reaction SMILES: [C:1]([O:4][C@H:5]1[CH2:10][CH2:9][C@H:8]2[C@H:11]3[C@H:21]([CH2:22][CH2:23][C@:6]12[CH3:7])[C@:19]1([CH3:20])[C:14](=[CH:15][C:16](=[O:24])[CH2:17][CH2:18]1)[CH:13]=[CH:12]3)(=[O:3])[CH3:2].[CH2:25]([Si](C)(C)C)[CH:26]=[CH2:27]>ClCCl.CCOCC.[Ti](Cl)(Cl)(Cl)Cl>[C:1]([O:4][C@H:5]1[CH2:10][CH2:9][C@H:8]2[C@H:11]3[C@H:21]([CH2:22][CH2:23][C@:6]12[CH3:7])[C@:19]1([CH3:20])[C:14](=[CH:15][C:16](=[O:24])[CH2:17][CH2:18]1)[CH2:13][C@H:12]3[CH2:27][CH:26]=[CH2:25])(=[O:3])[CH3:2]. Procedure details: To a solution of 17β-acetoxy-4,6-androstadien-3-one 1 (2.0 g, 6.1 mmol) in dry dichloromethane (130 ml) was added titanium tetrachloride (5.36 g, 3.1 ml, 28 mmol) at -70° C. The reaction mixture was allowed to stir for 5 min. Then, a solution of allyltrimethylsilane (4.0 g, 5.6 ml, 35 mmol) in dry dichloromethane (10 ml) was added over a period of 10 min and the resulting solution stirred during 1 hour at -70° C. followed by 1 hour at -20° C. Afterwards, the solution was diluted with 150 ml of e... Starting materials: CCOc1ccc(Br)cc1, [Li]CCCC, CCCCCC, CC(C)C=O, Cl, C1CCOC1. Yields the product CCOc1ccc(C(O)C(C)C)cc1. RXN SMILES: [Br:1][c:2]1[cH:3][cH:4][c:5]([O:8][CH2:9][CH3:10])[cH:6][cH:7]1.[CH2:11]([Li:12])[CH2:13][CH2:14][CH3:15].[CH3:27][CH2:28][CH2:29][CH2:30][CH2:31][CH3:32].[CH:16]([CH:17]([CH3:18])[CH3:19])=[O:20].[ClH:21].[O:22]1[CH2:23][CH2:24][CH2:25][CH2:26]1>>[c:2]1([CH:16]([CH:17]([CH3:18])[CH3:19])[OH:20])[cH:3][cH:4][c:5]([O:8][CH2:9][CH3:10])[cH:6][cH:7]1. Starting materials: CC1=C2[C@H](C(=O)[C@@]3([C@@H](C[C@@H]4[C@]([C@H]3[C@@H]([C@@](C2(C)C)(C[C@@H]1OC(=O)[C@@H]([C@H](C=5C=CC=CC5)NC(=O)C=6C=CC=CC6)O)O)OC(=O)C=7C=CC=CC7)(CO4)OC(=O)C)O)C)OC(=O)C (7-epi-taxol), C(=O)(O)[O-].[Na+] (NaHCO3), OO (H2O2), CC1=C2[C@H](C(=O)[C@@]3([C@@H](C[C@@H]4[C@]([C@H]3[C@@H]([C@@](C2(C)C)(C[C@@H]1OC(=O)[C@@H]([C@H](C=5C=CC=CC5)NC(=O)C=6C=CC=CC6)O)O)OC(=O)C=7C=CC=CC7)(CO4)OC(=O)C)O)C)OC(=O)C (7-epi-taxol), C(=O)(O)[O-].[Na+] (NaHCO3), C(=O)(O)[O-].[Na+] (NaHCO3). The solvent is C1CCOC1 (THF). Conditions: time 8 hour. Yields the product CC1=C2[C@H](C(=O)[C@@]3([C@H](C[C@@H]4[C@]([C@H]3[C@@H]([C@@](C2(C)C)(C[C@@H]1OC(=O)[C@@H]([C@H](C5=CC=CC=C5)NC(=O)C6=CC=CC=C6)O)O)OC(=O)C7=CC=CC=C7)(CO4)OC(=O)C)O)C)O (7-epi-10-deacetyl taxol). RXN SMILES: [CH3:1][C:2]1[C@@H:19]([O:20][C:21]([C@H:23]([OH:40])[C@@H:24]([NH:31][C:32]([C:34]2[CH:35]=[CH:36][CH:37]=[CH:38][CH:39]=2)=[O:33])[C:25]2[CH:26]=[CH:27][CH:28]=[CH:29][CH:30]=2)=[O:22])[CH2:18][C@:14]2([OH:41])[C:15]([CH3:17])([CH3:16])[C:3]=1[C@@H:4]([O:59]C(C)=O)[C:5]([C@@:7]1([CH3:58])[C@H:12]([C@@H:13]2[O:42][C:43]([C:45]2[CH:46]=[CH:47][CH:48]=[CH:49][CH:50]=2)=[O:44])[C@:11]2([O:53][C:54]([CH3:56])=[O:55])[CH2:51][O:52][C@@H:10]2[CH2:9][C@H:8]1[OH:57])=[O:6].C([O-])(O)=O.[Na+].OO>C1COCC1>[CH3:1][C:2]1[C@@H:19]([O:20][C:21]([C@H:23]([OH:40])[C@@H:24]([NH:31][C:32]([C:34]2[CH:39]=[CH:38][CH:37]=[CH:36][CH:35]=2)=[O:33])[C:25]2[CH:30]=[CH:29][CH:28]=[CH:27][CH:26]=2)=[O:22])[CH2:18][C@:14]2([OH:41])[C:15]([CH3:16])([CH3:17])[C:3]=1[C@@H:4]([OH:59])[C:5]([C@@:7]1([CH3:58])[C@H:12]([C@@H:13]2[O:42][C:43]([C:45]2[CH:50]=[CH:49][CH:48]=[CH:47][CH:46]=2)=[O:44])[C@:11]2([O:53][C:54]([CH3:56])=[O:55])[CH2:51][O:52][C@@H:10]2[CH2:9][C@@H:8]1[OH:57])=[O:6] |f:1.2|. Procedure: Reaction of 7-epi-taxol with NaHCO3 : 10 mg (0.01 mmol) of 7-epi-taxol with NaHCO3 in 0.3 ml of THF were introduced into a 4 ml vial equipped with a magnetic stir bar. 0.5 ml of 30% H2O2 was added followed by 100 mg NaHCO3 and the mixture was then stirred at room temperature overnight. The mixture was then extracted with methylene chloride/water (50:50 by volume). The organic phase was collected and dried over anhydrous magnesium sulfate. The solvent was then evaporated under reduced pressure to... The reactants are CC(=O)[O-], CN(C)c1ccc(C=O)cc1, CCO, Cl, NO, [Na+]. The product is CN(C)c1ccc(C=NO)cc1. Reaction SMILES: [CH3:16][C:17](=[O:18])[O-:19].[CH3:1][N:2]([c:3]1[cH:4][cH:5][c:6]([CH:7]=[O:8])[cH:9][cH:10]1)[CH3:11].[CH3:20][CH2:21][OH:22].[ClH:12].[NH2:13][OH:14].[Na+:15]>>[CH3:1][N:2]([c:3]1[cH:4][cH:5][c:6]([CH:7]=[N:13][OH:14])[cH:9][cH:10]1)[CH3:11]. Starting materials: CCO, CS(=O)(=O)O, [Na], O=c1[nH]c2ccccc2n1CCCO. The product is c1ccc2c(c1)nc1n2CCCO1. RXN SMILES: [CH3:21][CH2:22][OH:23].[CH3:2][S:3]([OH:4])(=[O:5])=[O:6].[Na:1].[OH:7][CH2:8][CH2:9][CH2:10][n:11]1[c:12](=[O:20])[nH:13][c:14]2[c:15]1[cH:16][cH:17][cH:18][cH:19]2>>[CH2:8]1[CH2:9][CH2:10][n:11]2[c:12]([n:13][c:14]3[c:15]2[cH:16][cH:17][cH:18][cH:19]3)[O:20]1. Reactants: CO, Cl, COc1nc(NCCc2ccc(C(F)(F)F)cc2F)cc(-c2cccc(CC#N)c2)n1. Yields the product COc1nc(NCCc2ccc(C(F)(F)F)cc2F)cc(-c2cccc(CCN)c2)n1. Reaction SMILES: [CH3:32][OH:33].[ClH:34].[F:1][c:2]1[c:3]([CH2:12][CH2:13][NH:14][c:15]2[cH:16][c:17](-[c:23]3[cH:24][c:25]([CH2:29][C:30]#[N:31])[cH:26][cH:27][cH:28]3)[n:18][c:19]([O:21][CH3:22])[n:20]2)[cH:4][cH:5][c:6]([C:8]([F:9])([F:10])[F:11])[cH:7]1>>[F:1][c:2]1[c:3]([CH2:12][CH2:13][NH:14][c:15]2[cH:16][c:17](-[c:23]3[cH:24][c:25]([CH2:29][CH2:30][NH2:31])[cH:26][cH:27][cH:28]3)[n:18][c:19]([O:21][CH3:22])[n:20]2)[cH:4][cH:5][c:6]([C:8]([F:9])([F:10])[F:11])[cH:7]1.